This data is from the Open Reaction Database (ORD), a public repository of structured organic reaction records. The task is: describe an organic reaction: reactants, conditions, products, and yield Reactants: COc1cc(Nc2c(C#N)cnc3c(Br)csc23)c(Cl)cc1Cl, O=C([O-])O, COCCOC, O=Cc1ccc(B(O)O)cc1, [Na+]. The product is COc1cc(Nc2c(C#N)cnc3c(-c4ccc(C=O)cc4)csc23)c(Cl)cc1Cl. Reaction SMILES: [Br:1][c:2]1[cH:3][s:4][c:5]2[c:6]1[n:7][cH:8][c:9]([C:22]#[N:23])[c:10]2[NH:11][c:12]1[c:13]([Cl:21])[cH:14][c:15]([Cl:20])[c:16]([O:18][CH3:19])[cH:17]1.[C:41](=[O:42])([OH:43])[O-:44].[CH3:35][O:36][CH2:37][CH2:38][O:39][CH3:40].[CH:24](=[O:25])[c:26]1[cH:27][cH:28][c:29]([B:32]([OH:33])[OH:34])[cH:30][cH:31]1.[Na+:45]>>[c:2]1(-[c:29]2[cH:28][cH:27][c:26]([CH:24]=[O:25])[cH:31][cH:30]2)[cH:3][s:4][c:5]2[c:6]1[n:7][cH:8][c:9]([C:22]#[N:23])[c:10]2[NH:11][c:12]1[c:13]([Cl:21])[cH:14][c:15]([Cl:20])[c:16]([O:18][CH3:19])[cH:17]1. Starting materials: C[Si](C)(C)CCOCn1c(-c2ccccc2)nc(-c2ccncc2)c1Br, [Li]C(C)(C)C, O=C([O-])O, CCCC[Sn](Cl)(CCCC)CCCC, C1CCOC1, [Na+]. Yields the product CCCC[Sn](CCCC)(CCCC)c1c(-c2ccncc2)nc(-c2ccccc2)n1COCC[Si](C)(C)C. RXN SMILES: [Br:1][c:2]1[c:3](-[c:21]2[cH:22][cH:23][n:24][cH:25][cH:26]2)[n:4][c:5](-[c:15]2[cH:16][cH:17][cH:18][cH:19][cH:20]2)[n:6]1[CH2:7][O:8][CH2:9][CH2:10][Si:11]([CH3:12])([CH3:13])[CH3:14].[C:27]([Li:28])([CH3:29])([CH3:30])[CH3:31].[C:46](=[O:47])([O-:48])[OH:49].[CH2:32]([CH2:33][CH2:34][CH3:35])[Sn:36]([CH2:37][CH2:38][CH2:39][CH3:40])([CH2:41][CH2:42][CH2:43][CH3:44])[Cl:45].[CH2:51]1[O:52][CH2:53][CH2:54][CH2:55]1.[Na+:50]>>[c:2]1([Sn:36]([CH2:32][CH2:33][CH2:34][CH3:35])([CH2:37][CH2:38][CH2:39][CH3:40])[CH2:41][CH2:42][CH2:43][CH3:44])[c:3](-[c:21]2[cH:22][cH:23][n:24][cH:25][cH:26]2)[n:4][c:5](-[c:15]2[cH:16][cH:17][cH:18][cH:19][cH:20]2)[n:6]1[CH2:7][O:8][CH2:9][CH2:10][Si:11]([CH3:12])([CH3:13])[CH3:14]. Reactants: FC=1C=C(C=CC1)CCN1C[C@@H](CC1)NC=1N=CC(=NC1)/C=C/C(=O)O ((2E)-3-[5-({(3R)-1-[2-(3-fluorophenyl)ethyl]-3-pyrrolidinyl}amino)-2-pyrazinyl]acrylic acid), NOC1OCCCC1 (2-(aminooxy)tetrahydro-2H-pyran), WSCD-HCl. Run in C(Cl)Cl (CH2Cl2). Reaction conditions: time 24 hour. The product is FC=1C=C(C=CC1)CCN1C[C@@H](CC1)NC=1N=CC(=NC1)/C=C/C(=O)NOC1OCCCC1 ((2E)-3-[5-({(3R)-1-[2-(3-fluorophenyl)ethyl]-3-pyrrolidinyl}amino)-2-pyrazinyl]-N-(tetrahydro-2H-pyran-2-yloxy)acrylamide). As a reaction SMILES: [F:1][C:2]1[CH:3]=[C:4]([CH2:8][CH2:9][N:10]2[CH2:14][CH2:13][C@@H:12]([NH:15][C:16]3[N:17]=[CH:18][C:19](/[CH:22]=[CH:23]/[C:24]([OH:26])=O)=[N:20][CH:21]=3)[CH2:11]2)[CH:5]=[CH:6][CH:7]=1.[NH2:27][O:28][CH:29]1[CH2:34][CH2:33][CH2:32][CH2:31][O:30]1>C(Cl)Cl>[F:1][C:2]1[CH:3]=[C:4]([CH2:8][CH2:9][N:10]2[CH2:14][CH2:13][C@@H:12]([NH:15][C:16]3[N:17]=[CH:18][C:19](/[CH:22]=[CH:23]/[C:24]([NH:27][O:28][CH:29]4[CH2:34][CH2:33][CH2:32][CH2:31][O:30]4)=[O:26])=[N:20][CH:21]=3)[CH2:11]2)[CH:5]=[CH:6][CH:7]=1. Procedure details: A mixture of (2E)-3-[5-({(3R)-1-[2-(3-fluorophenyl)ethyl]-3-pyrrolidinyl}amino)-2-pyrazinyl]acrylic acid (226 mg) and 2-(aminooxy)tetrahydro-2H-pyran and WSCD-HCl was stirred for 24 hours at ambient temperature. CH2Cl2 was added the mixture. The CH2Cl2 layer was washed with water and evaporated in vacuo. The residue was chromatographed on silica gel using a mixture of CHCl3-MeOH (10:1) to give (2E)-3-[5-({(3R)-1-[2-(3-fluorophenyl)ethyl]-3-pyrrolidinyl}amino)-2-pyrazinyl]-N-(tetrahydro-2H-pyran-... The reactants are C(C)OC(CCCN1C(C2=CC=CC=C2C1=O)=O)OCC (4-[1,3-Dihydro-1,3-dioxo-2H-isoindol-2-yl]butanal diethyl acetal), Cl.BrC1=CC=C(C=C1)NN (4-bromophenylhydrazine hydrochloride). Run in O (water), C(C)(=O)O (acetic acid). Conditions: time 1 hour. Product: BrC=1C=C2C(=CNC2=CC1)CCN1C(C2=CC=CC=C2C1=O)=O (2-[2-(5-Bromo-1H-indol-3-yl)ethyl]-1H-isoindole-1,3(2H)-dione). The yield is 64.6%. RXN SMILES: C(O[CH:4](OCC)[CH2:5][CH2:6][CH2:7][N:8]1[C:16](=[O:17])[C:15]2[C:10](=[CH:11][CH:12]=[CH:13][CH:14]=2)[C:9]1=[O:18])C.Cl.[Br:23][C:24]1[CH:29]=[CH:28][C:27]([NH:30]N)=[CH:26][CH:25]=1>C(O)(=O)C.O>[Br:23][C:24]1[CH:25]=[C:26]2[C:27](=[CH:28][CH:29]=1)[NH:30][CH:4]=[C:5]2[CH2:6][CH2:7][N:8]1[C:9](=[O:18])[C:10]2[C:15](=[CH:14][CH:13]=[CH:12][CH:11]=2)[C:16]1=[O:17] |f:1.2|. Procedure: 4-[1,3-Dihydro-1,3-dioxo-2H-isoindol-2-yl]butanal diethyl acetal (11.6 g) was added with vigorous stirring to a solution of 4-bromophenylhydrazine hydrochloride (9.0 g) in 50% aqueous acetic acid (370 ml). The mixture was heated on a steam bath for 4 hours and was then diluted with water, while still hot, to 1 l. The mixture was cooled and an orange yellow precipitate was filtered off and dried in vacuo. The solid was boiled in ethanol (250 ml) for 1 hour and residual solid filtered off and drie... Starting materials: CCOCC, O=C1COc2cc(NC(=O)C(=O)O)ccc2N1, OC(c1ccccc1)C1CCNCC1. Product: O=C1COc2cc(NC(=O)C(=O)N3CCC(C(O)c4ccccc4)CC3)ccc2N1. Reaction SMILES: [CH2:32]([O:33][CH2:34][CH3:35])[CH3:36].[O:1]=[C:2]1[CH2:3][O:4][c:5]2[c:6]([cH:8][cH:9][c:10]([NH:12][C:13]([C:14](=[O:15])[OH:16])=[O:17])[cH:11]2)[NH:7]1.[c:18]1([CH:24]([OH:25])[CH:26]2[CH2:27][CH2:28][NH:29][CH2:30][CH2:31]2)[cH:19][cH:20][cH:21][cH:22][cH:23]1>>[O:1]=[C:2]1[CH2:3][O:4][c:5]2[c:6]([cH:8][cH:9][c:10]([NH:12][C:13]([C:14](=[O:16])[N:29]3[CH2:28][CH2:27][CH:26]([CH:24]([c:18]4[cH:19][cH:20][cH:21][cH:22][cH:23]4)[OH:25])[CH2:31][CH2:30]3)=[O:17])[cH:11]2)[NH:7]1. The reactants are IC=1C(=NN(C1C)C1=CC=C(C=C1)CCO)C (2-[4-(4-Iodo-3,5-dimethyl-1H-pyrazol-1-yl)phenyl]ethanol), CC1(OB(OC1(C)C)C1=CC=C(NC(C)=O)C=C1)C (4′-(4,4,5,5-tetramethyl-1,3,2-dioxaborolan-2-yl)acetanilide). Yields the product OCCC1=CC=C(C=C1)N1N=C(C(=C1C)C1=CC=C(C=C1)NC(C)=O)C (N-(4-{1-[4-(2-Hydroxyethyl)phenyl]-3,5-dimethyl-1H-pyrazol-4-yl}phenyl)acetamide). Reaction SMILES: I[C:2]1[C:3]([CH3:17])=[N:4][N:5]([C:8]2[CH:13]=[CH:12][C:11]([CH2:14][CH2:15][OH:16])=[CH:10][CH:9]=2)[C:6]=1[CH3:7].CC1(C)C(C)(C)OB([C:26]2[CH:35]=[CH:34][C:29]([NH:30][C:31](=[O:33])[CH3:32])=[CH:28][CH:27]=2)O1>>[OH:16][CH2:15][CH2:14][C:11]1[CH:12]=[CH:13][C:8]([N:5]2[C:6]([CH3:7])=[C:2]([C:26]3[CH:35]=[CH:34][C:29]([NH:30][C:31](=[O:33])[CH3:32])=[CH:28][CH:27]=3)[C:3]([CH3:17])=[N:4]2)=[CH:9][CH:10]=1. Reported procedure: The title compound was prepared according to the procedure described in step 1 of Example 12 from 2-[4-(4-iodo-3,5-dimethyl-1H-pyrazol-1-yl)phenyl]ethanol (step 2 of Example 11) and 4′-(4,4,5,5-tetramethyl-1,3,2-dioxaborolan-2-yl)acetanilide: MS (EI) m/z 385 [M]+, 1H-NMR (CDCl3) δ 7.44-7.26 (8H, m), 3.92-3.90 (2H, br), 3.08 (3H, s), 2.94 (2H, t, J=6.6 Hz), 2.32 (3H, s), 2.29 (3H, s). The reactants are C(=O)(O)C1=CC(NC(N1)=O)=O (6-carboxyuracil), OO (hydrogen peroxide), S(O)(O)(=O)=O (sulfuric acid), FC(F)(F)I (trifluoromethyl iodide). The reagents and catalysts are [CH-]1C=CC=C1.[CH-]1C=CC=C1.[Fe+2] (ferrocene). Run in CS(=O)C (dimethyl sulfoxide), CS(=O)C (dimethyl sulfoxide), CS(=O)C (dimethyl sulfoxide). Conditions: temperature 65 celsius, time 20 minute. Yields the product C(=O)(O)C1=C(C(NC(N1)=O)=O)C(F)(F)F (6-carboxy-5-trifluoromethyluracil). Isolated yield 95.0%. As a reaction SMILES: [C:1]([C:4]1[NH:9][C:8](=[O:10])[NH:7][C:6](=[O:11])[CH:5]=1)([OH:3])=[O:2].S(=O)(=O)(O)O.[F:17][C:18](I)([F:20])[F:19].OO>[CH-]1C=CC=C1.[CH-]1C=CC=C1.[Fe+2].CS(C)=O>[C:1]([C:4]1[NH:9][C:8](=[O:10])[NH:7][C:6](=[O:11])[C:5]=1[C:18]([F:20])([F:19])[F:17])([OH:3])=[O:2] |f:4.5.6|. Procedure: 0.17 g (1.0 mmol) of 6-carboxyuracil and 0.058 g (0.3 mmol) of ferrocene were weighed and placed in a 50 ml two-neck flask equipped with a magnetic rotor and the atmosphere in the flask was replaced with argon. The following materials were added thereinto: 1.8 ml of dimethyl sulfoxide, 2.0 ml of a 1N dimethyl sulfoxide solution of sulfuric acid, 1.0 ml of a 3.0 mol/l dimethyl sulfoxide solution of trifluoromethyl iodide and 0.2 ml of a 30% hydrogen peroxide aqueous solution. The mixture was stir... Reactants: C(C)(C)(C)C=1C=C2CCC(CC2=CC1)=O (6-t-butyl-2-tetralone), N1CCCC1 (pyrrolidine), O (water), C1(=CC=C(C=C1)S(=O)(=O)O)C (p-toluenesulfonic acid). Solvent: C1(=CC=CC=C1)C (toluene). Product: C(C)(C)(C)C=1C=C2CCC(=CC2=CC1)N1CCCC1 (6-t-butyl-2-pyrrolidinyl-3,4-dihydronaphthalene). Yield: 100.9%. Reaction SMILES: [C:1]([C:5]1[CH:6]=[C:7]2[C:12](=[CH:13][CH:14]=1)[CH2:11][C:10](=O)[CH2:9][CH2:8]2)([CH3:4])([CH3:3])[CH3:2].[NH:16]1[CH2:20][CH2:19][CH2:18][CH2:17]1.C1(C)C=CC(S(O)(=O)=O)=CC=1.O>C1(C)C=CC=CC=1>[C:1]([C:5]1[CH:6]=[C:7]2[C:12](=[CH:13][CH:14]=1)[CH:11]=[C:10]([N:16]1[CH2:20][CH2:19][CH2:18][CH2:17]1)[CH2:9][CH2:8]2)([CH3:4])([CH3:3])[CH3:2]. Procedure: To a stirred solution of 6-t-butyl-2-tetralone (5.74 g; 28.37 mmol) in 100 ml of toluene was added 1.5 equiv. of pyrrolidine (3.56 ml; 42.56 mmol). A 100 mg portion of p-toluenesulfonic acid was added and the mixture was refluxed. The water eliminated during the reaction was collected by a Dean Stark trap. After a reflux time of 3.5 hours, concentration of the volatiles under vacuum afforded 7.31 g of the subtitle compound as a purple solid. Reactants: COc1ccc(B(O)O)cc1, CS(C)=O, COc1ccc(-c2nc3cc(Br)ccc3o2)cc1[N+](=O)[O-]. The product is COc1ccc(-c2ccc3oc(-c4ccc(OC)c([N+](=O)[O-])c4)nc3c2)cc1. Reaction SMILES: [CH3:22][O:23][c:24]1[cH:25][cH:26][c:27]([B:30]([OH:31])[OH:32])[cH:28][cH:29]1.[CH3:33][S:34]([CH3:35])=[O:36].[N+:1](=[O:2])([O-:3])[c:4]1[cH:5][c:6](-[c:12]2[o:13][c:14]3[c:15]([n:16]2)[cH:17][c:18]([Br:21])[cH:19][cH:20]3)[cH:7][cH:8][c:9]1[O:10][CH3:11]>>[N+:1](=[O:2])([O-:3])[c:4]1[cH:5][c:6](-[c:12]2[o:13][c:14]3[c:15]([n:16]2)[cH:17][c:18](-[c:27]2[cH:26][cH:25][c:24]([O:23][CH3:22])[cH:29][cH:28]2)[cH:19][cH:20]3)[cH:7][cH:8][c:9]1[O:10][CH3:11]. The reactants are BrCCCCCBr, CN(C)C=O, [H-], [I-], [K+], [Na+], O=c1ccc(-c2c(-c3ccccc3)nn3ccccc23)n[nH]1, O. Yields the product O=c1ccc(-c2c(-c3ccccc3)nn3ccccc23)nn1CCCCCBr. Reaction SMILES: [Br:3][CH2:4][CH2:5][CH2:6][CH2:7][CH2:8][Br:9].[CH3:34][N:35]([CH3:36])[CH:37]=[O:38].[H-:32].[I-:2].[K+:1].[Na+:33].[O:10]=[c:11]1[nH:12][n:13][c:14](-[c:17]2[c:18](-[c:26]3[cH:27][cH:28][cH:29][cH:30][cH:31]3)[n:19][n:20]3[c:21]2[cH:22][cH:23][cH:24][cH:25]3)[cH:15][cH:16]1.[OH2:39]>>[CH2:4]([CH2:5][CH2:6][CH2:7][CH2:8][Br:9])[n:12]1[c:11](=[O:10])[cH:16][cH:15][c:14](-[c:17]2[c:18](-[c:26]3[cH:27][cH:28][cH:29][cH:30][cH:31]3)[n:19][n:20]3[c:21]2[cH:22][cH:23][cH:24][cH:25]3)[n:13]1.